From a dataset of the Open Reaction Database (ORD), a public repository of structured organic reaction records. describe an organic reaction: reactants, conditions, products, and yield Reactants: COC(=O)c1ccc(Br)cc1O, CN(C)C(=S)Cl, CCOC(C)=O, C1CN2CCN1CC2, CN(C)C=O, O. Product: COC(=O)c1ccc(Br)cc1OC(=S)N(C)C. As a reaction SMILES: [Br:1][c:2]1[cH:3][c:4]([OH:12])[c:5]([C:6](=[O:7])[O:8][CH3:9])[cH:10][cH:11]1.[CH3:13][N:14]([C:15](=[S:16])[Cl:17])[CH3:18].[CH3:27][CH2:28][O:29][C:30](=[O:31])[CH3:32].[N:19]12[CH2:20][CH2:21][N:22]([CH2:23][CH2:24]1)[CH2:25][CH2:26]2.[O:33]=[CH:34][N:35]([CH3:36])[CH3:37].[OH2:38]>>[Br:1][c:2]1[cH:3][c:4]([O:12][C:15]([N:14]([CH3:13])[CH3:18])=[S:16])[c:5]([C:6](=[O:7])[O:8][CH3:9])[cH:10][cH:11]1. Reactants: FC(C(=O)O)(F)F.C1(CC1)CCOC1=NC(=C2N=C(NC2=N1)OC)N (2-[(2-Cyclopropylethyl)oxy]-8-methoxy-9H-purin-6-amine trifluoroacetic acid salt), C([O-])([O-])=O.[K+].[K+] (potassium carbonate), CS(=O)(=O)OCC1COCC1 (tetrahydro-3-furanylmethyl methanesulfonate). Run in CN(C)C=O (DMF). Conditions: temperature 60 celsius. Yields the product C1(CC1)CCOC1=NC(=C2N=C(N(C2=N1)CC1COCC1)OC)N (2-[(2-Cyclopropylethyl)oxy]-8-methoxy-9-(tetrahydro-3-furanylmethyl)-9H-purin-6-amine). Isolated yield 37.7%. As a reaction SMILES: FC(F)(F)C(O)=O.[CH:8]1([CH2:11][CH2:12][O:13][C:14]2[N:22]=[C:21]3[C:17]([N:18]=[C:19]([O:23][CH3:24])[NH:20]3)=[C:16]([NH2:25])[N:15]=2)[CH2:10][CH2:9]1.C(=O)([O-])[O-].[K+].[K+].CS(O[CH2:37][CH:38]1[CH2:42][CH2:41][O:40][CH2:39]1)(=O)=O>CN(C=O)C>[CH:8]1([CH2:11][CH2:12][O:13][C:14]2[N:22]=[C:21]3[C:17]([N:18]=[C:19]([O:23][CH3:24])[N:20]3[CH2:37][CH:38]3[CH2:42][CH2:41][O:40][CH2:39]3)=[C:16]([NH2:25])[N:15]=2)[CH2:10][CH2:9]1 |f:0.1,2.3.4|. Procedure: To a solution of 2-[(2-Cyclopropylethyl)oxy]-8-methoxy-9H-purin-6-amine trifluoroacetic acid salt (300 mg) in dry DMF (5 mL) was added anhydrous potassium carbonate (457 mg) and the mixture was heated at 60° C. for 1.5 h. The reaction was cooled to room temperature and tetrahydro-3-furanylmethyl methanesulfonate (164 mg) was added. The reaction was heated at 90° C. for 3.5 h and was then quenched into water (50 mL) and extracted with EtOAc (3×50 mL). The organics were separated, dried by passing... Reactants: C1CCOC1, C[Si](C)(C)[N-][Si](C)(C)C, COC(=O)C(=Cc1ccc(F)cc1)C(=O)C(C)C, [Li+], CC(C)(C)OC(=O)N1CCCCC1=O. Yields the product COC(=O)C(C(=O)C(C)C)C(c1ccc(F)cc1)C1CCCN(C(=O)OC(C)(C)C)C1=O. RXN SMILES: [CH2:43]1[O:44][CH2:45][CH2:46][CH2:47]1.[CH3:16][Si:17]([N-:18][Si:19]([CH3:20])([CH3:21])[CH3:22])([CH3:23])[CH3:24].[F:25][c:26]1[cH:27][cH:28][c:29]([CH:32]=[C:33]([C:34](=[O:35])[O:36][CH3:37])[C:38]([CH:39]([CH3:40])[CH3:41])=[O:42])[cH:30][cH:31]1.[Li+:15].[O:1]=[C:2]1[N:3]([C:8](=[O:9])[O:10][C:11]([CH3:12])([CH3:13])[CH3:14])[CH2:4][CH2:5][CH2:6][CH2:7]1>>[O:1]=[C:2]1[N:3]([C:8](=[O:9])[O:10][C:11]([CH3:12])([CH3:13])[CH3:14])[CH2:4][CH2:5][CH2:6][CH:7]1[CH:32]([c:29]1[cH:28][cH:27][c:26]([F:25])[cH:31][cH:30]1)[CH:33]([C:34](=[O:35])[O:36][CH3:37])[C:38]([CH:39]([CH3:40])[CH3:41])=[O:42]. Starting materials: CN(C1(CCN(CC1)CC1=CC=CC=C1)CC1=CC=CC=C1)C (4-(dimethylamino)-1,4-bis(phenylmethyl)piperidine), C(=O)O (formic acid), C(=O)[O-].[NH4+] (Ammonium formate). Reagents/catalysts: [Pd] (palladium on carbon). Solvent: CO (methanol). Reaction conditions: time 20 hour. Product: CN(C1(CCNCC1)CC1=CC=CC=C1)C (4-(Dimethylamino)-4-(phenylmethyl)piperidine). Isolated yield 67.2%. RXN SMILES: [CH3:1][N:2]([CH3:23])[C:3]1([CH2:16][C:17]2[CH:22]=[CH:21][CH:20]=[CH:19][CH:18]=2)[CH2:8][CH2:7][N:6](CC2C=CC=CC=2)[CH2:5][CH2:4]1.C(O)=O.C([O-])=O.[NH4+]>[Pd].CO>[CH3:23][N:2]([CH3:1])[C:3]1([CH2:16][C:17]2[CH:22]=[CH:21][CH:20]=[CH:19][CH:18]=2)[CH2:4][CH2:5][NH:6][CH2:7][CH2:8]1 |f:2.3|. Procedure: A suspension of palladium on carbon (10%, 2 g) was added to a solution of 4-(dimethylamino)-1,4-bis(phenylmethyl)piperidine (Description 13, 4.62 g, 15 mmol) and formic acid (90%, 1.4 mL) in methanol (100 mL). Ammonium formate (4.73 g, 75 mmol) was added and the mixture was stirred at room temperature for 20 hours. The mixture was filtered, washing with methanol, and the solvent was evaporated under reduced pressure. Ether (40 mL) was added and the mixture was extracted with hydrochloric acid (1... Starting materials: COC1=C(C=C2CNCC2=C1)O (2,3-Dihydro-6-methoxy-1H-isoindol-5-ol), BrCCCCCC(C#N)(C1=CC(=C(C=C1)OC)OC)SC1=CC=C(C=C1)C (α-(5-bromopentyl)-3,4-dimethoxy-α-[(4-methylphenyl)thio]benzeneacetonitrile). Product: COC=1C=C(C=CC1OC)C(C#N)(CCCCCN1CC2=CC(=C(C=C2C1)O)OC)SC1=CC=C(C=C1)C (α-(3,4-Dimethoxyphenyl)-1,3-dihydro-5-hydroxy-6-methoxy-α-[(4-methylphenyl)thio]-2H-isoindole-2-heptanenitrile). The yield is 74.2%. As a reaction SMILES: [CH3:1][O:2][C:3]1[CH:11]=[C:10]2[C:6]([CH2:7][NH:8][CH2:9]2)=[CH:5][C:4]=1[OH:12].Br[CH2:14][CH2:15][CH2:16][CH2:17][CH2:18][C:19]([S:32][C:33]1[CH:38]=[CH:37][C:36]([CH3:39])=[CH:35][CH:34]=1)([C:22]1[CH:27]=[CH:26][C:25]([O:28][CH3:29])=[C:24]([O:30][CH3:31])[CH:23]=1)[C:20]#[N:21]>>[CH3:31][O:30][C:24]1[CH:23]=[C:22]([C:19]([S:32][C:33]2[CH:34]=[CH:35][C:36]([CH3:39])=[CH:37][CH:38]=2)([CH2:18][CH2:17][CH2:16][CH2:15][CH2:14][N:8]2[CH2:7][C:6]3[C:10](=[CH:11][C:3]([O:2][CH3:1])=[C:4]([OH:12])[CH:5]=3)[CH2:9]2)[C:20]#[N:21])[CH:27]=[CH:26][C:25]=1[O:28][CH3:29]. Procedure details: The procedure of Example 49 is used with 0.209 g of 2,3-dihydro-6-methoxy-1H-isoindol-5-ol (Example 105) and 0.57 g of α-(5-bromopentyl)-3,4-dimethoxy-α-[(4-methylphenyl)thio]benzeneacetonitrile. This affords 0.5 g of the desired product as a gray foam. MS(Hi res): m/z Calcd for C31H36N2SO4 533.2474 Found 533.2460 Starting materials: C(C)OC(=O)C=1C=NN(C1)C1=NC2=CC=C(C=C2C(N1COCC[Si](C)(C)C)=O)I (1-[6-iodo-4-oxo-3-(2-trimethylsilanyl-ethoxymethyl)-3,4-dihydro-quinazolin-2-yl]-1H-pyrazole-4-carboxylic acid ethyl ester), product, CS(=O)(=O)C=1C=C(C=CC1)B(O)O (3-(methylsulfonyl)phenylboronic acid). The product is CS(=O)(=O)C=1C=C(C=CC1)C=1C=C2C(NC(=NC2=CC1)N1N=CC(=C1)C(=O)O)=O (1-[6-(3-Methanesulfonyl-phenyl)-4-oxo-3,4-dihydro-quinazolin-2-yl]-1H-pyrazole-4-carboxylic acid). As a reaction SMILES: C([O:3][C:4]([C:6]1[CH:7]=[N:8][N:9]([C:11]2[N:20](COCC[Si](C)(C)C)[C:19](=[O:29])[C:18]3[C:13](=[CH:14][CH:15]=[C:16](I)[CH:17]=3)[N:12]=2)[CH:10]=1)=[O:5])C.[CH3:31][S:32]([C:35]1[CH:36]=[C:37](B(O)O)[CH:38]=[CH:39][CH:40]=1)(=[O:34])=[O:33]>>[CH3:31][S:32]([C:35]1[CH:40]=[C:39]([C:16]2[CH:17]=[C:18]3[C:13](=[CH:14][CH:15]=2)[N:12]=[C:11]([N:9]2[CH:10]=[C:6]([C:4]([OH:3])=[O:5])[CH:7]=[N:8]2)[NH:20][C:19]3=[O:29])[CH:38]=[CH:37][CH:36]=1)(=[O:34])=[O:33]. Procedure details: The titled compound was prepared in a manner analogous to Example 69, steps C-E, using 1-[6-iodo-4-oxo-3-(2-trimethylsilanyl-ethoxymethyl)-3,4-dihydro-quinazolin-2-yl]-1H-pyrazole-4-carboxylic acid ethyl ester (Example 69 product from step B) and 3-(methylsulfonyl)phenylboronic acid in step C. MS (ESI): mass calcd. for C19H14N4O5S, 410.1; m/z found, 411.1 [M+H]+. 1H NMR (600 MHz, DMSO-d6): 13.01 (br s, 2H), 8.99 (s, 1H), 8.47 (d, J=2.1 Hz, 1H), 8.31-8.27 (m, 3H), 8.18 (d, J=8.5 Hz, 1H), 7.97 (dd...